From a dataset of the Open Reaction Database (ORD), a public repository of structured organic reaction records. describe an organic reaction: reactants, conditions, products, and yield Starting materials: [Al+3], CCOC(C)=O, Cl, [H-], [H-], [H-], [H-], [Li+], CCOC(=O)C(C)c1ccc2nc(-c3ccccc3)oc2c1. The product is CC(CO)c1ccc2nc(-c3ccccc3)oc2c1. Reaction SMILES: [Al+3:2].[CH3:30][CH2:31][O:32][C:33](=[O:34])[CH3:35].[ClH:29].[H-:1].[H-:4].[H-:5].[H-:6].[Li+:3].[c:7]1(-[c:13]2[o:14][c:15]3[c:16]([n:17]2)[cH:18][cH:19][c:20]([CH:22]([C:23](=[O:24])[O:25][CH2:26][CH3:27])[CH3:28])[cH:21]3)[cH:8][cH:9][cH:10][cH:11][cH:12]1>>[c:7]1(-[c:13]2[o:14][c:15]3[c:16]([n:17]2)[cH:18][cH:19][c:20]([CH:22]([CH2:23][OH:24])[CH3:28])[cH:21]3)[cH:8][cH:9][cH:10][cH:11][cH:12]1. Reactants: Cl (HCl), C(C)(=O)C=1C(=C(C(=C(C1)Cl)C)C1=CC(=C(C=C1)C(=O)OC)F)OC (methyl 3′-acetyl-5′-chloro-3-fluoro-2′-methoxy-6′-methylbiphenyl-4-carboxylate), [OH-].[Na+] (sodium hydroxide), O (water). Run in CO (methanol). Conditions: time 8 hour. The product is C(C)(=O)C=1C(=C(C(=C(C1)Cl)C)C1=CC(=C(C=C1)C(=O)O)F)OC (3′-Acetyl-5′-chloro-3-fluoro-2′-methoxy-6′-methylbiphenyl-4-carboxylic acid). RXN SMILES: [C:1]([C:4]1[C:5]([O:23][CH3:24])=[C:6]([C:12]2[CH:17]=[CH:16][C:15]([C:18]([O:20]C)=[O:19])=[C:14]([F:22])[CH:13]=2)[C:7]([CH3:11])=[C:8]([Cl:10])[CH:9]=1)(=[O:3])[CH3:2].[OH-].[Na+].O.Cl>CO>[C:1]([C:4]1[C:5]([O:23][CH3:24])=[C:6]([C:12]2[CH:17]=[CH:16][C:15]([C:18]([OH:20])=[O:19])=[C:14]([F:22])[CH:13]=2)[C:7]([CH3:11])=[C:8]([Cl:10])[CH:9]=1)(=[O:3])[CH3:2] |f:1.2|. Reported procedure: A mixture of methyl 3′-acetyl-5′-chloro-3-fluoro-2′-methoxy-6′-methylbiphenyl-4-carboxylate (1.2 g, 3.4 mmol) and 3.75 M sodium hydroxide in water (10 mL, 38 mmol) in methanol (10 mL) was stirred at room temperature overnight. The mixture was neutralized with HCl and extracted with ethyl acetate. The combined organic layers were washed with brine, dried over magnesium sulfate, filtered and concentrated to dryness under reduced pressure. The residue was used directly in next step (704 mg, 61%). L... Starting materials: FC=1C=C(C=CC1)C[C@@H]1C[C@H](C2=CC=CC=C12)O (trans-3-[(3-fluorophenyl)methyl]-1-indanol), ClC(=C[C@H]1C([C@H]1C(=O)Cl)(C)C)C(F)(F)F (cis-3-(2-chloro-3,3,3-trifluoro-1-propenyl)-2,2-dimethylcyclopropanecarbonyl chloride), N1=CC=CC=C1 (pyridine). The solvent is C1(=CC=CC=C1)C (toluene). The product is ClC(=C[C@H]1C([C@H]1C(=O)O[C@@H]1C[C@H](C2=CC=CC=C12)CC1=CC(=CC=C1)F)(C)C)C(F)(F)F (trans-3-[(3-fluorophenyl)methyl]-1-indanyl cis-3(2-chloro-3,3,3-trifluoro-1-propenyl)-2,2-dimethylcyclopropanecarboxylate). Isolated yield 81.4%. Reaction SMILES: [F:1][C:2]1[CH:3]=[C:4]([CH2:8][C@H:9]2[C:17]3[C:12](=[CH:13][CH:14]=[CH:15][CH:16]=3)[C@H:11]([OH:18])[CH2:10]2)[CH:5]=[CH:6][CH:7]=1.[Cl:19][C:20]([C:30]([F:33])([F:32])[F:31])=[CH:21][C@@H:22]1[C@H:24]([C:25](Cl)=[O:26])[C:23]1([CH3:29])[CH3:28].N1C=CC=CC=1>C1(C)C=CC=CC=1>[Cl:19][C:20]([C:30]([F:31])([F:32])[F:33])=[CH:21][C@@H:22]1[C@H:24]([C:25]([O:18][C@H:11]2[C:12]3[C:17](=[CH:16][CH:15]=[CH:14][CH:13]=3)[C@H:9]([CH2:8][C:4]3[CH:5]=[CH:6][CH:7]=[C:2]([F:1])[CH:3]=3)[CH2:10]2)=[O:26])[C:23]1([CH3:29])[CH3:28]. Procedure details: In the manner of Example 4, the reaction of 1.00 g (0.004 mole) of trans-3-[(3-fluorophenyl)methyl]-1-indanol (98% trans, 2% cis) and 1.07 g (0.004 mole) of cis-3-(2-chloro-3,3,3-trifluoro-1-propenyl)-2,2-dimethylcyclopropanecarbonyl chloride in the presence of 0.32 g (0.004 mole) of pyridine and 50 mL of toluene gave 1.52 g of trans-3-[(3-fluorophenyl)methyl]-1-indanyl cis-3(2-chloro-3,3,3-trifluoro-1-propenyl)-2,2-dimethylcyclopropanecarboxylate. The ir and nmr spectra were consistent with the... Reactants: BrC1=CC=C(C=C1)C(CC1=CC=C(C=C1)Br)O (1,2-di(p-bromophenyl)-hydroxyethane), C(C)(=O)OC(C)=O (acetic anhydride), ice water. Run in N1=CC=CC=C1 (pyridine). Run at temperature 60 celsius, time 30 minute. Yields the product BrC1=CC=C(C=C1)C(CC1=CC=C(C=C1)Br)OC(C)=O (1,2-Di(p-bromophenyl)-1-acetoxyethane). Isolated yield 69.1%. RXN SMILES: [Br:1][C:2]1[CH:7]=[CH:6][C:5]([CH:8]([OH:17])[CH2:9][C:10]2[CH:15]=[CH:14][C:13]([Br:16])=[CH:12][CH:11]=2)=[CH:4][CH:3]=1.[C:18](OC(=O)C)(=[O:20])[CH3:19]>N1C=CC=CC=1>[Br:1][C:2]1[CH:7]=[CH:6][C:5]([CH:8]([O:17][C:18](=[O:20])[CH3:19])[CH2:9][C:10]2[CH:15]=[CH:14][C:13]([Br:16])=[CH:12][CH:11]=2)=[CH:4][CH:3]=1. Procedure: A mixture of 1,2-di(p-bromophenyl)-hydroxyethane (7.2 g, 0.02 mol), acetic anhydride (20 mL, 0.2 mol), pyridine (20 mL) was stirred at 60° C. for 30 min. The solution was then allowed to stand at room temperature for 2 days. The mixture was poured into ice water (250 g) and extracted with methylene chloride (150 mL). The organic phase was extracted with 5% aqueous sodium carbonate (100 mL×2), 5% aqueous hydrochloric acid (100 mL×2), water (100 mL×2), dried over sodium sulfate and concentrated to... Reactants: BrCCCCCCCCCCO (10-bromodecanol), C1(=CC=CC=C1)P(C1=CC=CC=C1)C1=CC=CC=C1 (triphenylphosphine). Solvent: C(C)#N (acetonitrile). Yields the product [Br-].OCCCCCCCCCC[P+](C1=CC=CC=C1)(C1=CC=CC=C1)C1=CC=CC=C1 (10-Hydroxy-n-decyltriphenylphosphonium bromide). Reaction SMILES: [Br:1][CH2:2][CH2:3][CH2:4][CH2:5][CH2:6][CH2:7][CH2:8][CH2:9][CH2:10][CH2:11][OH:12].[C:13]1([P:19]([C:26]2[CH:31]=[CH:30][CH:29]=[CH:28][CH:27]=2)[C:20]2[CH:25]=[CH:24][CH:23]=[CH:22][CH:21]=2)[CH:18]=[CH:17][CH:16]=[CH:15][CH:14]=1>C(#N)C>[Br-:1].[OH:12][CH2:11][CH2:10][CH2:9][CH2:8][CH2:7][CH2:6][CH2:5][CH2:4][CH2:3][CH2:2][P+:19]([C:20]1[CH:21]=[CH:22][CH:23]=[CH:24][CH:25]=1)([C:26]1[CH:31]=[CH:30][CH:29]=[CH:28][CH:27]=1)[C:13]1[CH:14]=[CH:15][CH:16]=[CH:17][CH:18]=1 |f:3.4|. Procedure: A solution 10-bromodecanol (23.7 g) and triphenylphosphine (78.6 g) in dry acetonitrile (100 ml) was refluxed for 48 hours. The reactants are ClC=1C=C2OC=3C(=CC=CC3C(C2=CC1)=O)C (6-chloro-4-methylxanthenone), BrN1C(CCC1=O)=O (N-bromosuccinimide). As a reaction SMILES: [Cl:1][C:2]1[CH:3]=[C:4]2[C:13](=[CH:14][CH:15]=1)[C:12](=[O:16])[C:11]1[CH:10]=[CH:9][CH:8]=[C:7]([CH3:17])[C:6]=1[O:5]2.[Br:18]N1C(=O)CCC1=O>>[Br:18][CH2:17][C:7]1[C:6]2[O:5][C:4]3[C:13](=[CH:14][CH:15]=[C:2]([Cl:1])[CH:3]=3)[C:12](=[O:16])[C:11]=2[CH:10]=[CH:9][CH:8]=1. Procedure: The above compound (VI: R1 =6-Cl; Z=CH3) was then treated with N-bromosuccinimide as in Example A to give 4-bromomethyl-6-chloroxanthenone (VII: R1 =6-Cl, Z=CH2Br), mp (benzene/petroleum ether) 217°-218° C. Anal. (C14H8BrClO2) C, H,N. Yields the product BrCC1=CC=CC=2C(C3=CC=C(C=C3OC12)Cl)=O (4-bromomethyl-6-chloroxanthenone), benzene petroleum ether. Starting materials: O=C([O-])[O-], CC(=O)OC(C)=O, CCOC(C)=O, O=CO, [K+], [K+], Cn1nccc1N, O. The product is Cn1nccc1NC=O. RXN SMILES: [C:18](=[O:19])([O-:20])[O-:21].[CH3:1][C:2]([O:3][C:5]([CH3:4])=[O:7])=[O:6].[CH3:24][CH2:25][O:26][C:27](=[O:28])[CH3:29].[CH:8]([OH:9])=[O:10].[K+:22].[K+:23].[NH2:11][c:12]1[cH:13][cH:14][n:15][n:16]1[CH3:17].[OH2:30]>>[CH:5](=[O:7])[NH:11][c:12]1[cH:13][cH:14][n:15][n:16]1[CH3:17]. Starting materials: CCCP(=O)(O)O, CC1CCCO1, CCOC(C)=O, Nc1ccc(N2C3CCC2CC3)cc1C(F)(F)F, O=C(O)c1c[nH]c2cccc(C(F)(F)F)c2c1=O, c1ccncc1. Product: O=C(Nc1ccc(N2C3CCC2CC3)cc1C(F)(F)F)c1c[nH]c2cccc(C(F)(F)F)c2c1=O. Reaction SMILES: [CH2:37]([P:38](=[O:39])([OH:40])[OH:41])[CH2:42][CH3:43].[CH3:50][CH:51]1[CH2:52][CH2:53][CH2:54][O:55]1.[CH3:56][CH2:57][O:58][C:59](=[O:60])[CH3:61].[CH:19]12[CH2:20][CH2:21][CH:22]([CH2:23][CH2:24]1)[N:25]2[c:26]1[cH:27][c:28]([C:33]([F:34])([F:35])[F:36])[c:29]([NH2:30])[cH:31][cH:32]1.[O:1]=[c:2]1[c:3]([C:16](=[O:17])[OH:18])[cH:4][nH:5][c:6]2[cH:7][cH:8][cH:9][c:10]([C:12]([F:13])([F:14])[F:15])[c:11]12.[cH:44]1[cH:45][cH:46][n:47][cH:48][cH:49]1>>[O:1]=[c:2]1[c:3]([C:16](=[O:18])[NH:30][c:29]2[c:28]([C:33]([F:34])([F:35])[F:36])[cH:27][c:26]([N:25]3[CH:19]4[CH2:20][CH2:21][CH:22]3[CH2:23][CH2:24]4)[cH:32][cH:31]2)[cH:4][nH:5][c:6]2[cH:7][cH:8][cH:9][c:10]([C:12]([F:13])([F:14])[F:15])[c:11]12. The reactants are C(C)C(=C)C(CC(C(CC)O)C)C (2-Ethyl-3,5-dimethyl-1-octen-6-ol), I(=O)(=O)(=O)[O-].[Na+] (sodium periodate). Reagents/catalysts: [Os](=O)(=O)(=O)=O (Osmium tetraoxide). The solvent is O1CCOCC1 (1,4-dioxane), O (water). Reaction conditions: time 15 minute. Product: CCC(C(C)CC(C)C(=O)CC)O (serricornin). Yield: 90.7%. Reaction SMILES: [CH2:1]([C:3]([CH:5]([CH3:13])[CH2:6][CH:7]([CH3:12])[CH:8]([OH:11])[CH2:9][CH3:10])=C)[CH3:2].I([O-])(=O)(=O)=[O:15].[Na+]>O1CCOCC1.O.[Os](=O)(=O)(=O)=O>[CH3:10][CH2:9][CH:8]([OH:11])[CH:7]([CH2:6][CH:5]([C:3]([CH2:1][CH3:2])=[O:15])[CH3:13])[CH3:12] |f:1.2|. Procedure details: Osmium tetraoxide (80 mg, 0.3 mmol) was added to a solution of [S-(3R*,5R*,6R*)-2-ethyl-3,5-dimethyl-1-octen-6-ol (15a) (0.552 g, 3 mmol) in 36 mL of 1,4-dioxane and 12 mL of water at 20°-25° C. After 15 min, finely powdered sodium periodate (10.0 g, 46.8 mmol) was added in several portions over a period of 1 h, in accord with the literature procedure [Pappo, R. et al., J. Org. Chem., 1956, 21:478-479]. The mixture was stirred for 16 h, then extracted with ether (2∞50 mL). The ether solution was... Starting materials: C(=O)=O (dry ice), C(CCC)[Li] (butyllithium), BrC=1C=C2CC[C@@H](CC2=CC1)NC(C1=CC=C(C=C1)OC[C@H]1OCCC1)=O (N-((S)-6-bromo-1,2,3,4-tetrahydronaphthalen-2-yl)-4-[(S)-1-(tetrahydrofuran-2-yl)methoxy]benzamide), C[Li] (methyllithium). Solvent: O (water), C1CCOC1 (THF), CC(=O)C (acetone). The product is OC(C)(C)C=1C=C2CC[C@@H](CC2=CC1)NC(C1=CC=C(C=C1)OC[C@H]1OCCC1)=O (N-[(S)-6-(1-Hydroxy-1-methylethyl)-1,2,3,4-tetrahydronaphthalen-2-yl]-4-[(S)-1-(tetrahydrofuran-2-yl)methoxy]benzamide). As a reaction SMILES: Br[C:2]1[CH:3]=[C:4]2[C:9](=[CH:10][CH:11]=1)[CH2:8][C@@H:7]([NH:12][C:13](=[O:27])[C:14]1[CH:19]=[CH:18][C:17]([O:20][CH2:21][C@@H:22]3[CH2:26][CH2:25][CH2:24][O:23]3)=[CH:16][CH:15]=1)[CH2:6][CH2:5]2.C(=O)=[O:29].C[Li].[CH2:33]([Li])[CH2:34][CH2:35]C>O.CC(C)=O.C1COCC1>[OH:29][C:34]([C:2]1[CH:3]=[C:4]2[C:9](=[CH:10][CH:11]=1)[CH2:8][C@@H:7]([NH:12][C:13](=[O:27])[C:14]1[CH:15]=[CH:16][C:17]([O:20][CH2:21][C@@H:22]3[CH2:26][CH2:25][CH2:24][O:23]3)=[CH:18][CH:19]=1)[CH2:6][CH2:5]2)([CH3:35])[CH3:33]. Procedure: A mixture of N-((S)-6-bromo-1,2,3,4-tetrahydronaphthalen-2-yl)-4-[(S)-1-(tetrahydrofuran-2-yl)methoxy]benzamide (1.0 g) and THF (10 ml) was cooled to −78° C. (dry ice bath), and a solution of methyllithium (2.0 ml; 1.6 M in diethyl ether) was added dropwise. One minute after the addition had ended, a solution of butyllithium (1.4 ml; 2.5 M in toluene) was added dropwise. One minute after the addition had ended, acetone (0.14 g) was added. After warming to room temperature, the reaction mixture w...